Dataset: the Open Reaction Database (ORD), a public repository of structured organic reaction records. Task: describe an organic reaction: reactants, conditions, products, and yield Reaction SMILES: [Br:1][C:2]1[CH:3]=[CH:4][C:5]([OH:11])=[C:6]([C:8](=O)[CH3:9])[CH:7]=1.Cl.[NH2:13][OH:14].C([O-])(=O)C.[K+]>C(O)C>[Br:1][C:2]1[CH:3]=[CH:4][C:5]([OH:11])=[C:6](/[C:8](=[N:13]/[OH:14])/[CH3:9])[CH:7]=1 |f:1.2,3.4|. The solvent is C(C)O (ethanol). Reported procedure: To a solution of 1-(5-bromo-2-hydroxyphenyl)ethanone (2.0 g, 9.30 mmol) in ethanol (20 mL) were added hydroxylamine hydrochloride (0.7 g, 10.2 mmol) and potassium acetate (1.0 g, 10.2 mmol). The mixture was stirred at reflux temperature for 16 h. After this time, the mixture was cooled, concentrated and the residue was diluted with CH2Cl2 (25 mL) and washed with H2O (25 mL). The organic layer was dried over anhydrous sodium sulfate and concentrated under reduced pressure to afford title compound... Yield: 98.2%. The reactants are BrC=1C=CC(=C(C1)C(C)=O)O (1-(5-bromo-2-hydroxyphenyl)ethanone), Cl.NO (hydroxylamine hydrochloride), C(C)(=O)[O-].[K+] (potassium acetate). The product is BrC=1C=CC(=C(C1)/C(/C)=N/O)O ((E)-1-(5-bromo-2-hydroxyphenyl)ethanone oxime). Reactants: Cc1ccccc1-c1nc(C(=O)O)c(CCC23CC4CC(CC(C4)C2)C3)[nH]1, Nc1cccc(S(=O)(=O)NC(=O)c2ccccc2)c1. Yields the product Cc1ccccc1-c1nc(C(=O)Nc2cccc(S(=O)(=O)NC(=O)c3ccccc3)c2)c(CCC23CC4CC(CC(C4)C2)C3)[nH]1. As a reaction SMILES: [C:1]12([CH2:11][CH2:12][c:13]3[c:14]([C:25](=[O:26])[OH:27])[n:15][c:16](-[c:18]4[c:19]([CH3:24])[cH:20][cH:21][cH:22][cH:23]4)[nH:17]3)[CH2:2][CH:3]3[CH2:4][CH:5]([CH2:6][CH:7]([CH2:8]1)[CH2:9]3)[CH2:10]2.[NH2:28][c:29]1[cH:30][c:31]([S:35](=[O:36])(=[O:37])[NH:38][C:39]([c:40]2[cH:41][cH:42][cH:43][cH:44][cH:45]2)=[O:46])[cH:32][cH:33][cH:34]1>>[C:1]12([CH2:11][CH2:12][c:13]3[c:14]([C:25](=[O:26])[NH:28][c:29]4[cH:30][c:31]([S:35](=[O:36])(=[O:37])[NH:38][C:39]([c:40]5[cH:41][cH:42][cH:43][cH:44][cH:45]5)=[O:46])[cH:32][cH:33][cH:34]4)[n:15][c:16](-[c:18]4[c:19]([CH3:24])[cH:20][cH:21][cH:22][cH:23]4)[nH:17]3)[CH2:2][CH:3]3[CH2:4][CH:5]([CH2:6][CH:7]([CH2:8]1)[CH2:9]3)[CH2:10]2.